This data is from the Open Reaction Database (ORD), a public repository of structured organic reaction records. The task is: describe an organic reaction: reactants, conditions, products, and yield Starting materials: C(=O)(C(F)(F)F)O (TFA), C(#N)C1=C(C=C(C=N1)N[C@H]1[C@H](CCCC1)NC(OC(C)(C)C)=O)NC1=NC(=CC(=C1)C1=CC=CC=C1)C (tert-butyl (1S,2R)-2-(6-cyano-5-(6-methyl-4-phenylpyridin-2-ylamino)pyridin-3-ylamino)cyclohexylcarbamate). Run in C(Cl)Cl (DCM). Run at time 30 minute. The product is N[C@@H]1[C@@H](CCCC1)NC=1C=C(C(=NC1)C#N)NC1=NC(=CC(=C1)C1=CC=CC=C1)C (5-((1R,2S)-2-aminocyclohexylamino)-3-(6-methyl-4-phenylpyridin-2-ylamino)picolinonitrile). As a reaction SMILES: C(O)(C(F)(F)F)=O.[C:8]([C:10]1[N:15]=[CH:14][C:13]([NH:16][C@@H:17]2[CH2:22][CH2:21][CH2:20][CH2:19][C@@H:18]2[NH:23]C(=O)OC(C)(C)C)=[CH:12][C:11]=1[NH:31][C:32]1[CH:37]=[C:36]([C:38]2[CH:43]=[CH:42][CH:41]=[CH:40][CH:39]=2)[CH:35]=[C:34]([CH3:44])[N:33]=1)#[N:9]>C(Cl)Cl>[NH2:23][C@H:18]1[CH2:19][CH2:20][CH2:21][CH2:22][C@H:17]1[NH:16][C:13]1[CH:12]=[C:11]([NH:31][C:32]2[CH:37]=[C:36]([C:38]3[CH:43]=[CH:42][CH:41]=[CH:40][CH:39]=3)[CH:35]=[C:34]([CH3:44])[N:33]=2)[C:10]([C:8]#[N:9])=[N:15][CH:14]=1. Procedure: TFA (1.0 ml, 13 mmol) was added to a solution of tert-butyl (1S,2R)-2-(6-cyano-5-(6-methyl-4-phenylpyridin-2-ylamino)pyridin-3-ylamino)cyclohexylcarbamate (24 mg, 0.048 mmol) in DCM (2 ml). The reaction mixture was stirred for 30 minutes at room temperature. The reaction mixture was concentrated under reduced pressure to afford 5-((1R,2S)-2-aminocyclohexylamino)-3-(6-methyl-4-phenylpyridin-2-ylamino)picolinonitrile. The material was used in the next step without further purification. MS ESI calc... The reactants are N#CC(O)c1cccc(Oc2ccccc2)c1, CC(C)(C)OC(=O)C(Br)=CC1C(C(=O)O)C1(C)C, ClC(Cl)Cl. Yields the product CC(C)(C)OC(=O)C(Br)=CC1C(C(=O)OC(C#N)c2cccc(Oc3ccccc3)c2)C1(C)C. As a reaction SMILES: [C:19](#[N:20])[CH:21]([c:22]1[cH:23][c:24]([O:28][c:29]2[cH:30][cH:31][cH:32][cH:33][cH:34]2)[cH:25][cH:26][cH:27]1)[OH:35].[CH3:1][C:2]1([CH3:18])[CH:3]([C:15](=[O:16])[OH:17])[CH:4]1[CH:5]=[C:6]([C:7]([O:8][C:9]([CH3:10])([CH3:11])[CH3:12])=[O:13])[Br:14].[CH:36]([Cl:37])([Cl:38])[Cl:39]>>[CH3:1][C:2]1([CH3:18])[CH:3]([C:15](=[O:16])[O:17][CH:21]([C:19]#[N:20])[c:22]2[cH:23][c:24]([O:28][c:29]3[cH:30][cH:31][cH:32][cH:33][cH:34]3)[cH:25][cH:26][cH:27]2)[CH:4]1[CH:5]=[C:6]([C:7]([O:8][C:9]([CH3:10])([CH3:11])[CH3:12])=[O:13])[Br:14]. Reactants: CN1N=CC(=C1B(O)O)C (1,4-dimethyl-1H-pyrazol-5-ylboronic acid), C(=O)([O-])[O-].[Cs+].[Cs+] (Cs2CO3), CC1=NOC(=C1C1=CC2=C(N(C(N2)=O)C)C(=C1)I)C (5-(3,5-dimethylisoxazol-4-yl)-7-iodo-1-methyl-1H-benzo[d]imidazol-2(3H)-one). The reagents and catalysts are ICCC (IPr). Run in COCCOC.O (DME H2O). Run at temperature 140 celsius, time 1 hour. Yields the product CN1N=CC(=C1C1=CC(=CC2=C1N(C(N2)=O)C)C=2C(=NOC2C)C)C (7-(1,4-dimethyl-1H-pyrazol-5-yl)-5-(3,5-dimethylisoxazol-4-yl)-1-methyl-1H-benzo[d]imidazol-2(3H)-one). Reaction SMILES: [CH3:1][C:2]1[C:6]([C:7]2[CH:17]=[C:16](I)[C:10]3[N:11]([CH3:15])[C:12](=[O:14])[NH:13][C:9]=3[CH:8]=2)=[C:5]([CH3:19])[O:4][N:3]=1.[CH3:20][N:21]1[C:25](B(O)O)=[C:24]([CH3:29])[CH:23]=[N:22]1.C([O-])([O-])=O.[Cs+].[Cs+]>ICCC.COCCOC.O>[CH3:20][N:21]1[C:25]([C:16]2[C:10]3[N:11]([CH3:15])[C:12](=[O:14])[NH:13][C:9]=3[CH:8]=[C:7]([C:6]3[C:2]([CH3:1])=[N:3][O:4][C:5]=3[CH3:19])[CH:17]=2)=[C:24]([CH3:29])[CH:23]=[N:22]1 |f:2.3.4,6.7|. Reported procedure: To a microwave vial containing 5-(3,5-dimethylisoxazol-4-yl)-7-iodo-1-methyl-1H-benzo[d]imidazol-2(3H)-one (40 mg, 0.11 mmol, 1 equiv.) was added 1,4-dimethyl-1H-pyrazol-5-ylboronic acid (72 mg, 0.32 mmol, 3 equiv.), Cs2CO3 (141 mg, 0.43 mmol, 4 equiv.) and PEPPSI™-IPr catalyst (8 mg, 0.02 mmol, 0.1 equiv.) and dissolved in DME-H2O (20 mL, 0.2 M, 2/1, v/v). The mixture was heated to 140° C. After 1 hr, the reaction was complete. After cooling, the reaction was extracted with EtOAc and washed wit... Reaction SMILES: C([O:4][C@H:5]1[CH2:33][CH2:32][C@@:31]2([CH3:34])[C:7](=[C:8]([CH2:36][N:37]([CH2:42][CH2:43][CH2:44][CH3:45])[CH2:38][CH2:39][CH2:40][CH3:41])[CH2:9][C@@H:10]3[C@@H:30]2[CH2:29][CH2:28][C@@:27]2([CH3:35])[C@H:11]3[CH2:12][CH2:13][C@@H:14]2[C@H:15]([CH3:26])[CH2:16][CH2:17][CH2:18][CH:19]([CH3:25])[CH2:20]OC(=O)C)[CH2:6]1)(=O)C.CO.C(=O)([O-])[O-].[K+].[K+]>O>[CH2:38]([N:37]([CH2:36][C:8]1[CH2:9][C@@H:10]2[C@@H:30]([C@:31]3([CH3:34])[C:7]=1[CH2:6][C@@H:5]([OH:4])[CH2:33][CH2:32]3)[CH2:29][CH2:28][C@@:27]1([CH3:35])[C@H:11]2[CH2:12][CH2:13][C@@H:14]1[C@H:15]([CH3:26])[CH2:16][CH2:17][CH2:18][CH:19]([CH3:20])[CH3:25])[CH2:42][CH2:43][CH2:44][CH3:45])[CH2:39][CH2:40][CH3:41] |f:2.3.4|. The product is C(CCC)N(CCCC)CC=1C[C@H]2[C@@H]3CC[C@H]([C@@H](CCCC(C)C)C)[C@]3(CC[C@@H]2[C@]2(CC[C@@H](CC12)O)C)C (6-(dibutylaminomethyl)cholest-5-en-3β-ol). Reported procedure: To a solution of approximately 10 parts of 3β-acetoxy-acetoxy-6-(dibutylaminomethyl)cholest-5-ene in 80 parts of methanol is added 10 parts of aqueous 20% potassium carbonate. The resultant mixture is heated to the boiling point under reflux for 2 hours, whereupon 100 parts of water is introduced. The oil which separates is extracted with hexane. The extract is washed with water, dried over anhydrous sodium sulfate, and stripped of solvent by vacuum distillation. The residual oil is taken up in ... Starting materials: C(C)(=O)O[C@@H]1CC2=C(C[C@H]3[C@@H]4CC[C@H]([C@@H](CCCC(COC(C)=O)C)C)[C@]4(CC[C@@H]3[C@]2(CC1)C)C)CN(CCCC)CCCC (3β-acetoxy-acetoxy-6-(dibutylaminomethyl)cholest-5-ene), CO (methanol), C([O-])([O-])=O.[K+].[K+] (potassium carbonate), resultant mixture. The solvent is O (water). The reactants are I.ClC1=C(C=NNC(SC)=N)C(=CC=C1)Cl (methyl 3-(2,6-dichlorobenzylidene)thiocarbazimidate hydriodide), NCC1=NC=CC=C1 (2-(aminomethyl)pyridine), C(C)O (ethanol). Solvent: O (water). Product: ClC1=C(C=NNC(=N)NCC2=NC=CC=C2)C(=CC=C1)Cl (1-(2,6-Dichlorobenzylideneamino)-3-(2-pyridylmethyl)guanidine). As a reaction SMILES: I.[Cl:2][C:3]1[CH:15]=[CH:14][CH:13]=[C:12]([Cl:16])[C:4]=1[CH:5]=[N:6][NH:7][C:8](=[NH:11])SC.[NH2:17][CH2:18][C:19]1[CH:24]=[CH:23][CH:22]=[CH:21][N:20]=1.C(O)C>O>[Cl:2][C:3]1[CH:15]=[CH:14][CH:13]=[C:12]([Cl:16])[C:4]=1[CH:5]=[N:6][NH:7][C:8]([NH:17][CH2:18][C:19]1[CH:24]=[CH:23][CH:22]=[CH:21][N:20]=1)=[NH:11] |f:0.1|. Procedure details: A solution of 5.85 g. of methyl 3-(2,6-dichlorobenzylidene)thiocarbazimidate hydriodide (U.S. Pat. No. 3,657,337) and 3.24 g. of 2-(aminomethyl)pyridine in 25 ml. of absolute ethanol is heated under reflux for 20 hours and diluted while hot with 75 ml. of water, causing the separation of an oil. On standing, the oil crystallizes and filtration gives 5.00 g. of pale yellow crystals, m.p. 125°-140° C. Recrystallization from aqueous ethanol gives the desired compound as pale yellow crystals, m.p. 1... Starting materials: CCOC(=O)C(=O)CBr, COCCOC, Nc1cnc2ccccc2n1. Yields the product [Br-], CCOC(=O)C(=O)C[n+]1c(N)cnc2ccccc21. As a reaction SMILES: [Br:12][CH2:13][C:14]([C:15](=[O:16])[O:17][CH2:18][CH3:19])=[O:20].[CH2:21]([CH2:22][O:23][CH3:24])[O:25][CH3:26].[NH2:1][c:2]1[n:3][c:4]2[cH:5][cH:6][cH:7][cH:8][c:9]2[n:10][cH:11]1>>[Br-:12].[NH2:1][c:2]1[n+:3]([CH2:13][C:14]([C:15](=[O:16])[O:17][CH2:18][CH3:19])=[O:20])[c:4]2[cH:5][cH:6][cH:7][cH:8][c:9]2[n:10][cH:11]1. The reactants are CCOC(=O)C1=NOC2(CCOCC2)C1, CO, [Li+], [OH-], O. The product is O=C(O)C1=NOC2(CCOCC2)C1. As a reaction SMILES: [CH2:1]([CH3:2])[O:3][C:4](=[O:5])[C:6]1=[N:7][O:8][C:9]2([CH2:10]1)[CH2:11][CH2:12][O:13][CH2:14][CH2:15]2.[CH3:19][OH:20].[Li+:18].[OH-:17].[OH2:16]>>[O:3]=[C:4]([OH:5])[C:6]1=[N:7][O:8][C:9]2([CH2:10]1)[CH2:11][CH2:12][O:13][CH2:14][CH2:15]2.